From a dataset of the Open Reaction Database (ORD), a public repository of structured organic reaction records. describe an organic reaction: reactants, conditions, products, and yield Reactants: O=C[C@@H](O)[C@@H](O)[C@H](O)[C@H](O)CO (mannose), OCC(=O)[C@@H](O)[C@H](O)[C@H](O)CO (fructose), OCC(=O)[C@@H](O)[C@H](O)CO (xylulose). Yields the product O=C[C@@H](O)[C@@H](O)[C@H](O)CO (lyxose). Reaction SMILES: [O:1]=[CH:2][C@H:3]([C@H:5]([C@@H:7]([C@@H:9](CO)[OH:10])[OH:8])[OH:6])[OH:4].OCC([C@H]([C@@H]([C@@H](CO)O)O)O)=O.OCC([C@H]([C@@H](CO)O)O)=O>>[O:1]=[CH:2][C@H:3]([C@H:5]([C@@H:7]([CH2:9][OH:10])[OH:8])[OH:6])[OH:4]. Reported procedure: It was found that 21.9 mmol/l mannose, 74.4 mmol/l fructose, 70.4 mmol/l xylulose and 24.4 mmol/l lyxose were formed and accumulated in the respective reaction mixtures. The reactants are CCN(C(C)C)C(C)C (DIPEA), C(C)(C)(C)C=1C=C(N(N1)CCO)NC(=O)N[C@H]1CC[C@H](C2=CC=CC=C12)OC=1C=CC=2N(C1)C(=NN2)N2[C@H](CCC[C@H]2C)C (1-[5-tert-Butyl-2-(2-hydroxy-ethyl)-2H-pyrazol-3-yl]-3-{(1S,4R)-4-[3-((2S,6R)-2,6-dimethyl-piperidin-1-yl)-[1,2,4]triazolo[4,3-a]pyridin-6-yl oxy]-1,2,3,4-tetrahydro-naphthalen-1-yl}-urea), CS(=O)(=O)Cl (methanesulfonyl chloride). Solvent: C(Cl)Cl (DCM). Conditions: time 1 hour. Yields the product C(C)(C)(C)C=1C=C(N(N1)CCN1CCOCC1)NC(=O)N[C@H]1CC[C@H](C2=CC=CC=C12)OC=1C=CC=2N(C1)C(=NN2)N2[C@H](CCC[C@H]2C)C (1-[5-tert-Butyl-2-(2-morpholin-4-yl-ethyl)-2H-pyrazol-3-yl]-3-{(1S,4R)-4-[3-((2S,6R)-2,6-dimethyl-piperidin-1-yl)-[1,2,4]triazolo[4,3-a]pyridin-6-yloxy]-1,2,3,4-tetrahydro-naphthalen-1-yl}-urea). As a reaction SMILES: [C:1]([C:5]1[CH:6]=[C:7]([NH:13][C:14]([NH:16][C@@H:17]2[C:26]3[C:21](=[CH:22][CH:23]=[CH:24][CH:25]=3)[C@H:20]([O:27][C:28]3[CH:29]=[CH:30][C:31]4[N:32]([C:34]([N:37]5[C@H:42]([CH3:43])[CH2:41][CH2:40][CH2:39][C@@H:38]5[CH3:44])=[N:35][N:36]=4)[CH:33]=3)[CH2:19][CH2:18]2)=[O:15])[N:8]([CH2:10]CO)[N:9]=1)([CH3:4])([CH3:3])[CH3:2].[CH3:45][CH2:46][N:47]([CH:51]([CH3:53])C)[CH:48](C)C.CS(Cl)(=O)=[O:56]>C(Cl)Cl>[C:1]([C:5]1[CH:6]=[C:7]([NH:13][C:14]([NH:16][C@@H:17]2[C:26]3[C:21](=[CH:22][CH:23]=[CH:24][CH:25]=3)[C@H:20]([O:27][C:28]3[CH:29]=[CH:30][C:31]4[N:32]([C:34]([N:37]5[C@H:42]([CH3:43])[CH2:41][CH2:40][CH2:39][C@@H:38]5[CH3:44])=[N:35][N:36]=4)[CH:33]=3)[CH2:19][CH2:18]2)=[O:15])[N:8]([CH2:10][CH2:48][N:47]2[CH2:51][CH2:53][O:56][CH2:45][CH2:46]2)[N:9]=1)([CH3:4])([CH3:2])[CH3:3]. Procedure: To an ice-bath cooled solution of Example 118 (43 mg, 0.07 mmol) in DCM (1.5 mL) was added DIPEA (49 μL, 0.18 mmol) followed by methanesulfonyl chloride (11 μL, 0.11 mmol). The reaction mixture was stirred for 1 h and then quenched with water.